From a dataset of the Open Reaction Database (ORD), a public repository of structured organic reaction records. describe an organic reaction: reactants, conditions, products, and yield Reactants: O=C1OC2=C(N1C1CCNCC1)C=CC=C2 (4-(2-oxo-3-benzoxazolinyl)-piperidine), OCCCCN1S(C2=C(C1=O)C=C(C=C2)OCC)(=O)=O (2-(4-hydroxybutyl)-1,1-dioxido-5-ethoxy-1,2-benzothiazol-3(2H)-one). The solvent is O (H2O). The product is O=S1(N(C(C2=C1C=CC(=C2)OCC)=O)CCCCN2CCC(CC2)N2C(OC1=C2C=CC=C1)=O)=O (1,1-Dioxido-2-(4-(4-(2-oxo-3-benzoxazolinyl)-piperidin-1-yl)-butyl)-5-ethoxy-1,2-benzothiazol-3(2H)-one). As a reaction SMILES: [O:1]=[C:2]1[N:6]([CH:7]2[CH2:12][CH2:11][NH:10][CH2:9][CH2:8]2)[C:5]2[CH:13]=[CH:14][CH:15]=[CH:16][C:4]=2[O:3]1.O[CH2:18][CH2:19][CH2:20][CH2:21][N:22]1[C:26](=[O:27])[C:25]2[CH:28]=[C:29]([O:32][CH2:33][CH3:34])[CH:30]=[CH:31][C:24]=2[S:23]1(=[O:36])=[O:35]>O>[O:35]=[S:23]1(=[O:36])[C:24]2[CH:31]=[CH:30][C:29]([O:32][CH2:33][CH3:34])=[CH:28][C:25]=2[C:26](=[O:27])[N:22]1[CH2:21][CH2:20][CH2:19][CH2:18][N:10]1[CH2:9][CH2:8][CH:7]([N:6]2[C:5]3[CH:13]=[CH:14][CH:15]=[CH:16][C:4]=3[O:3][C:2]2=[O:1])[CH2:12][CH2:11]1. Procedure: From 4-(2-oxo-3-benzoxazolinyl)-piperidine and 2-(4-hydroxybutyl)-1,1-dioxido-5-ethoxy-1,2-benzothiazol-3(2H)-one using the procedure described for Example 66, Steps 4-6 there was obtained a white solid: 1H NMR (400 MHz, CDCl3) 7.79 (d, J=8.57 Hz, 1H), 7.44 (s, 1H), 7.29-7.26 (m, 2H), 7.21 (d, J=6.89 Hz, 1H), 7.16-7.06 (m, 2H), 4.24-4.11 (m, 1H), 3.81 (t, J=7.3 Hz, 2H), 3.06 (br d, J=11.76 Hz, 2H), 2.45 (t, J=7.39 Hz, 2H), 2.36 (m, 2H), 2.11 (bt, J=11.08 Hz, 2H), 1.93-1.80 (br m, 6H), 1.65 (br m... Reactants: Cl.NO (Hydroxylamine hydrochloride), C[C@@H](C=O)N(C(CCC)=O)CC1=CC=C(C=C1)C1=C(C=CC=C1)C1=NN=NN1C(C1=CC=CC=C1)(C1=CC=CC=C1)C1=CC=CC=C1 (N—((S)-1-Methyl-2-oxoethyl)-N-[2′-(1-trityl-1H-tetrazol-5-yl)biphenyl-4-ylmethyl]butyramide), N1=CC=CC=C1 (pyridine). Run in O (water), O (water). Run at time 15 minute. Yields the product ON=C[C@H](C)N(C(CCC)=O)CC1=CC=C(C=C1)C1=C(C=CC=C1)C1=NN=NN1C(C1=CC=CC=C1)(C1=CC=CC=C1)C1=CC=CC=C1 (N—((S)-2-Hydroxyimino-1-methylethyl)-N-[2′-(1-trityl-1H-tetrazol-5-yl)-biphenyl-4-ylmethyl]butyramide). Yield: 77.7%. RXN SMILES: Cl.[NH2:2][OH:3].[CH3:4][C@H:5]([N:8]([CH2:14][C:15]1[CH:20]=[CH:19][C:18]([C:21]2[CH:26]=[CH:25][CH:24]=[CH:23][C:22]=2[C:27]2[N:31]([C:32]([C:45]3[CH:50]=[CH:49][CH:48]=[CH:47][CH:46]=3)([C:39]3[CH:44]=[CH:43][CH:42]=[CH:41][CH:40]=3)[C:33]3[CH:38]=[CH:37][CH:36]=[CH:35][CH:34]=3)[N:30]=[N:29][N:28]=2)=[CH:17][CH:16]=1)[C:9](=[O:13])[CH2:10][CH2:11][CH3:12])[CH:6]=O.N1C=CC=CC=1>O>[OH:3][N:2]=[CH:4][C@@H:5]([N:8]([CH2:14][C:15]1[CH:16]=[CH:17][C:18]([C:21]2[CH:26]=[CH:25][CH:24]=[CH:23][C:22]=2[C:27]2[N:31]([C:32]([C:33]3[CH:38]=[CH:37][CH:36]=[CH:35][CH:34]=3)([C:45]3[CH:46]=[CH:47][CH:48]=[CH:49][CH:50]=3)[C:39]3[CH:40]=[CH:41][CH:42]=[CH:43][CH:44]=3)[N:30]=[N:29][N:28]=2)=[CH:19][CH:20]=1)[C:9](=[O:13])[CH2:10][CH2:11][CH3:12])[CH3:6] |f:0.1|. Reported procedure: Hydroxylamine hydrochloride (25.4 mg, 0.4 mmol) was added to a solution of intermediate (5c) (174 mg, 0.3 mmol), pyridine (3 mL, 37 mmol) and water (1.5 mL, 83 mmol) at room temperature. After 15 minutes, water (10 mL) was added and the mixture was extracted with EtOAc (3×20 mL). The combined organic extracts were washed with saturated aqueous NaCl (10 mL), dried over MgSO4, filtered, and concentrated in vacuo. Silica gel chromatography gave intermediate (5d) as a white solid (148 mg). Reactants: Cl.BrC1=CC=NC=C1 (4-Bromopyridine hydrochloride), [OH-].[Na+] (NaOH), C(CCC#C)O (Pent-4-yn-1-ol). Reagents/catalysts: C1=CC=C(C=C1)P(C2=CC=CC=C2)C3=CC=CC=C3.C1=CC=C(C=C1)P(C2=CC=CC=C2)C3=CC=CC=C3.Cl[Pd]Cl (bis(triphenylphosphine)palladium (II) chloride), [Cu](I)I (copper iodide). Solvent: C(C)(=O)OCC (ethyl acetate). Conditions: time 15 minute. Product: N1=CC=C(C=C1)C#CCCCO (5-(4-Pyridyl)pent-4-yn-1-ol). Yield: 62.8%. As a reaction SMILES: Cl.Br[C:3]1[CH:8]=[CH:7][N:6]=[CH:5][CH:4]=1.[OH-].[Na+].[CH2:11]([OH:16])[CH2:12][CH2:13][C:14]#[CH:15]>C1C=CC(P(C2C=CC=CC=2)C2C=CC=CC=2)=CC=1.C1C=CC(P(C2C=CC=CC=2)C2C=CC=CC=2)=CC=1.Cl[Pd]Cl.[Cu](I)I.C(OCC)(=O)C>[N:6]1[CH:7]=[CH:8][C:3]([C:15]#[C:14][CH2:13][CH2:12][CH2:11][OH:16])=[CH:4][CH:5]=1 |f:0.1,2.3,5.6.7|. Procedure: 4-Bromopyridine hydrochloride (5 g, 0.031 mol) was partitioned between 2N NaOH (50 ml) and ethyl acetate (250 ml). The organic layer was collected, dried over MgSO4 and evaporated in vacuo. The resulting oil was dissolved in triethylamine (10 ml) and degassed with nitrogen. Pent-4-yn-1-ol (3 g, 0.035 mol) was added, followed by bis(triphenylphosphine)palladium (II) chloride (200 mg) and copper iodide (100 mg). The reaction was heated to reflux and stirred for 15 min. The reaction was partitioned... Product: CC(C)(C)OC(=O)NC1CC(NC(=O)OC(C)(C)C)CN(c2cc(C(=O)O)c(Cl)nn2)C1. Starting materials: CC(C)(C)OC(=O)NC1CNCC(NC(=O)OC(C)(C)C)C1, CCN(C(C)C)C(C)C, O=C(O)c1cc(Cl)nnc1Cl, CN(C)C=O. Reaction SMILES: [C:12]([CH3:13])([CH3:14])([CH3:15])[O:16][C:17](=[O:18])[NH:19][CH:20]1[CH2:21][NH:22][CH2:23][CH:24]([NH:26][C:27](=[O:28])[O:29][C:30]([CH3:31])([CH3:32])[CH3:33])[CH2:25]1.[CH:34]([N:35]([CH2:36][CH3:37])[CH:38]([CH3:39])[CH3:40])([CH3:41])[CH3:42].[Cl:1][c:2]1[n:3][n:4][c:5]([Cl:11])[cH:6][c:7]1[C:8](=[O:9])[OH:10].[O:43]=[CH:44][N:45]([CH3:46])[CH3:47]>>[Cl:1][c:2]1[n:3][n:4][c:5]([N:22]2[CH2:21][CH:20]([NH:19][C:17]([O:16][C:12]([CH3:13])([CH3:14])[CH3:15])=[O:18])[CH2:25][CH:24]([NH:26][C:27](=[O:28])[O:29][C:30]([CH3:31])([CH3:32])[CH3:33])[CH2:23]2)[cH:6][c:7]1[C:8](=[O:9])[OH:10]. Starting materials: CCN(C(C)C)C(C)C, COC(=O)CCN, CN(C)C=O, Cl, Cc1ccc(S(=O)(=O)OCCC2COc3ccccc3C2)cc1. Yields the product COC(=O)CCNCCC1COc2ccccc2C1, Cl. RXN SMILES: [CH2:32]([N:33]([CH:34]([CH3:35])[CH3:36])[CH:37]([CH3:38])[CH3:39])[CH3:40].[CH3:25][O:26][C:27](=[O:28])[CH2:29][CH2:30][NH2:31].[CH3:41][N:42]([CH3:43])[CH:44]=[O:45].[ClH:24].[c:1]1([CH3:2])[cH:3][cH:4][c:5]([S:6]([O:7][CH2:11][CH2:12][CH:13]2[CH2:14][O:15][c:16]3[cH:17][cH:18][cH:19][cH:20][c:21]3[CH2:22]2)(=[O:8])=[O:9])[cH:10][cH:23]1>>[CH2:11]([CH2:12][CH:13]1[CH2:14][O:15][c:16]2[cH:17][cH:18][cH:19][cH:20][c:21]2[CH2:22]1)[NH:31][CH2:30][CH2:29][C:27]([O:26][CH3:25])=[O:28].[ClH:24]. The reactants are COc1ccc(C=CCCCCBr)cc1, COC(=O)CCc1nc(I)ccc1O. Yields the product COC(=O)CCc1nc(I)ccc1OCCCCC=Cc1ccc(OC)cc1. As a reaction SMILES: [Br:15][CH2:16][CH2:17][CH2:18][CH2:19][CH:20]=[CH:21][c:22]1[cH:23][cH:24][c:25]([O:28][CH3:29])[cH:26][cH:27]1.[CH3:1][O:2][C:3]([CH2:4][CH2:5][c:6]1[n:7][c:8]([I:13])[cH:9][cH:10][c:11]1[OH:12])=[O:14]>>[CH3:1][O:2][C:3]([CH2:4][CH2:5][c:6]1[n:7][c:8]([I:13])[cH:9][cH:10][c:11]1[O:12][CH2:16][CH2:17][CH2:18][CH2:19][CH:20]=[CH:21][c:22]1[cH:23][cH:24][c:25]([O:28][CH3:29])[cH:26][cH:27]1)=[O:14]. Starting materials: C1OCC2C1CNC2 (hexahydro-furo[3,4-c]pyrrole), BrC=1C=C2C(=CC=NC2=CC1)NC(=O)NC1=NC=CN=C1 (1-(6-bromoquinolin-4-yl)-3-(pyrazin-2-yl)urea). Product: C1OCC2C1CN(C2)C=2C=C1C(=CC=NC1=CC2)NC(=O)NC2=NC=CN=C2 (1-(6-(Dihydro-1H-furo[3,4-c]pyrrol-5(3H,6H,6aH)-yl)quinolin-4-yl)-3-(pyrazin-2-yl)urea). RXN SMILES: [CH2:1]1[CH:5]2[CH2:6][NH:7][CH2:8][CH:4]2[CH2:3][O:2]1.Br[C:10]1[CH:11]=[C:12]2[C:17](=[CH:18][CH:19]=1)[N:16]=[CH:15][CH:14]=[C:13]2[NH:20][C:21]([NH:23][C:24]1[CH:29]=[N:28][CH:27]=[CH:26][N:25]=1)=[O:22]>>[CH2:1]1[CH:5]2[CH2:6][N:7]([C:10]3[CH:11]=[C:12]4[C:17](=[CH:18][CH:19]=3)[N:16]=[CH:15][CH:14]=[C:13]4[NH:20][C:21]([NH:23][C:24]3[CH:29]=[N:28][CH:27]=[CH:26][N:25]=3)=[O:22])[CH2:8][CH:4]2[CH2:3][O:2]1. Procedure details: The compound was prepared by the method described for Example 1 using hexahydro-furo[3,4-c]pyrrole and 1-(6-bromoquinolin-4-yl)-3-(pyrazin-2-yl)urea as starting compounds.